Dataset: the Open Reaction Database (ORD), a public repository of structured organic reaction records. Task: describe an organic reaction: reactants, conditions, products, and yield The reactants are C(C=C)(=O)OCCOS(=O)(=O)C1=CC=C(C=C1)C (2-(toluene-4-sulfonyloxy)ethyl acrylate), CC(C)(C#N)N=NC(C)(C)C#N (AIBN), C(C=C)(=O)OCCCCO (4-hydroxybutyl acrylate), C(C(=C)C)(=O)OC (methyl methacrylate). Run in O1CCCC1 (tetrahydrofuran). Conditions: temperature 67.5 celsius. The product is C(C=C)(=O)OCCOS(=O)(=O)C1=CC=C(C=C1)C.C(C=C)(=O)OCCCCO (2-(toluene-4-sulfonyloxy)ethyl acrylate 4-hydroxybutyl acrylate). The yield is 65.0%. RXN SMILES: [C:1]([O:5][CH2:6][CH2:7][O:8][S:9]([C:12]1[CH:17]=[CH:16][C:15]([CH3:18])=[CH:14][CH:13]=1)(=[O:11])=[O:10])(=[O:4])[CH:2]=[CH2:3].[C:19]([O:23][CH2:24][CH2:25][CH2:26][CH2:27][OH:28])(=[O:22])[CH:20]=[CH2:21].C(OC)(=O)C(C)=C.CC(N=NC(C#N)(C)C)(C#N)C>O1CCCC1>[C:1]([O:5][CH2:6][CH2:7][O:8][S:9]([C:12]1[CH:17]=[CH:16][C:15]([CH3:18])=[CH:14][CH:13]=1)(=[O:10])=[O:11])(=[O:4])[CH:2]=[CH2:3].[C:19]([O:23][CH2:24][CH2:25][CH2:26][CH2:27][OH:28])(=[O:22])[CH:20]=[CH2:21] |f:5.6|. Procedure: In a 500 ml round-bottom flask was placed 0.3 mole of 2-(toluene-4-sulfonyloxy)ethyl acrylate, 0.3 mole of 4-hydroxybutyl acrylate, 0.3 mole of methyl methacrylate, 300 g of tetrahydrofuran (THF), and 0.1 g-3 g of AIBN. The reaction mixture was heated at 60-75° C. for 5-20 hours. The product was precipitated in ethyl ether or n-hexane, filtered and dried to provide poly [2-(toluene-4-sulfonyloxy)ethyl acrylate/4-hydroxybutyl acrylate/-methyl methacrylate] represented by the following chemical fo... The reactants are methyl, bromoester, [H-].COCCO[Al+]OCCOC.[Na+].[H-] (sodium bis (2-methoxyethoxy)aluminum hydride), ClC1=CC=C(C(C(=O)NO)=C1)O (5-chlorosalicylhydroxamic acid), [OH-].[Na+] (sodium hydroxide), aldehyde, CC(CC(=O)O)CC(=O)O (3-methylglutaric acid), BrCC(CC(=O)OC)C (methyl 4-bromo-3-methylbutyrate), BrCC(CC=O)C (4-bromo-3-methylbutyraldehyde). Solvent: C1(=CC=CC=C1)C (toluene), CCOCC (ether). Yields the product ClC=1C=CC2=C(C(N3C(O2)CC(CO3)C)=O)C1 (8-chloro-3-methyl-2,3,4,4a-tetrahydro-10H-1,2-oxazino(3,2-b) (1,3)benzoxazin-10-one). Reaction SMILES: CC(CC(O)=O)CC(O)=O.Br[CH2:12][CH:13]([CH3:19])[CH2:14][C:15]([O:17][CH3:18])=O.[H-].COCCO[Al+]OCCOC.[Na+].[H-].BrCC(C)CC=O.[Cl:41][C:42]1[CH:51]=[C:46]([C:47]([NH:49][OH:50])=[O:48])C(O)=[CH:44][CH:43]=1.[OH-].[Na+]>C1(C)C=CC=CC=1.CCOCC>[Cl:41][C:42]1[CH:43]=[CH:44][C:18]2[O:17][CH:15]3[CH2:14][CH:13]([CH3:19])[CH2:12][O:50][N:49]3[C:47](=[O:48])[C:46]=2[CH:51]=1 |f:2.3.4.5,8.9|. Procedure: 80 g. of the methyl half ester of 3-methylglutaric acid (Linstead, lunt and Weedon, J. Chem. Soc. 1950, 3331) was converted to methyl 4-bromo-3-methylbutyrate as described by Marks and Polgar, J. Chem. Soc. 1955, 3854. The bromoester (51 g.) was reduced with sodium bis (2-methoxyethoxy)aluminum hydride in a mixture of toluene and ether yielding 43 g. of 4-bromo-3-methylbutyraldehyde. The aldehyde and 49 g. of 5-chlorosalicylhydroxamic acid were condensed by the method described in Example 1 and ... The reactants are FC1=C(C(=O)NC=2C=C3C(=NC2)NC=C3)C(=CC=C1NS(=O)(=O)CCC)F (2,6-Difluoro-3-(propylsulfonamido)-N-(1H-pyrrolo[2,3-b]pyridin-5-yl)benzamide), ClN1C(CCC1=O)=O (N-chlorosuccinimide). The solvent is CN(C)C=O (DMF). Conditions: time 8 hour. Product: ClC1=CNC2=NC=C(C=C21)NC(C2=C(C(=CC=C2F)NS(=O)(=O)CCC)F)=O (N-(3-chloro-1H-pyrrolo[2,3-b]pyridin-5-yl)-2,6-difluoro-3-(propylsulfonamido)benzamide). As a reaction SMILES: [F:1][C:2]1[C:19]([NH:20][S:21]([CH2:24][CH2:25][CH3:26])(=[O:23])=[O:22])=[CH:18][CH:17]=[C:16]([F:27])[C:3]=1[C:4]([NH:6][C:7]1[CH:8]=[C:9]2[CH:15]=[CH:14][NH:13][C:10]2=[N:11][CH:12]=1)=[O:5].[Cl:28]N1C(=O)CCC1=O>CN(C=O)C>[Cl:28][C:15]1[C:9]2[C:10](=[N:11][CH:12]=[C:7]([NH:6][C:4](=[O:5])[C:3]3[C:16]([F:27])=[CH:17][CH:18]=[C:19]([NH:20][S:21]([CH2:24][CH2:25][CH3:26])(=[O:23])=[O:22])[C:2]=3[F:1])[CH:8]=2)[NH:13][CH:14]=1. Procedure details: 2,6-Difluoro-3-(propylsulfonamido)-N-(1H-pyrrolo[2,3-b]pyridin-5-yl)benzamide (0.300 g, 0.7607 mmol) was dissolved in DMF (10 mL), and N-chlorosuccinimide (0.122 g, 0.913 mmol) was added and stirred overnight. The solution was partitioned between water and EtOAc. The organic portion was washed with water (3×), brine, dried over Na2SO4 and concentrated to an oil. DCM was added to the oil, and a solid, N-(3-chloro-1H-pyrrolo[2,3-b]pyridin-5-yl)-2,6-difluoro-3-(propylsulfonamido)benzamide (217.4 mg... The reactants are Cl.CON (N-methoxy amine hydrochloride), COC(=O)C1=C(N=C(S1)C1=CC=C(C=C1)C(F)(F)F)C(C)C (4-Isopropyl-2-(4-trifluoromethyl-phenyl)-thiazole-5-carboxylic acid methyl ester), C(C)(C)[Mg]Cl (Isopropyl magnesium chloride). Run in O1CCCC1 (tetrahydrofuran). Run at temperature -30 celsius. The product is CON(C(=O)C1=C(N=C(S1)C1=CC=C(C=C1)C(F)(F)F)C(C)C)C (4-Isopropyl-2-(4-trifluoromethyl-phenyl)-thiazole-5-carboxylic acid methoxy-methyl-amide). The yield is 21.8%. As a reaction SMILES: CO[C:3]([C:5]1[S:9][C:8]([C:10]2[CH:15]=[CH:14][C:13]([C:16]([F:19])([F:18])[F:17])=[CH:12][CH:11]=2)=[N:7][C:6]=1[CH:20]([CH3:22])[CH3:21])=[O:4].Cl.[CH3:24][O:25][NH2:26].[CH:27]([Mg]Cl)(C)C>O1CCCC1>[CH3:24][O:25][N:26]([CH3:27])[C:3]([C:5]1[S:9][C:8]([C:10]2[CH:11]=[CH:12][C:13]([C:16]([F:17])([F:19])[F:18])=[CH:14][CH:15]=2)=[N:7][C:6]=1[CH:20]([CH3:22])[CH3:21])=[O:4] |f:1.2|. Procedure: 4-Isopropyl-2-(4-trifluoromethyl-phenyl)-thiazole-5-carboxylic acid methyl ester (14 g, 40.1 mmol) is dissolved into anhydrous tetrahydrofuran (THF) (200 mL) and then cooled to −30° C. while stirring under nitrogen. N-methyl, N-methoxy amine hydrochloride (0.881 g, 9.04 mmol) is then added to the solution in one portion. Isopropyl magnesium chloride (8.73 mL, 2M soln. in THF, 17.46 mmol) is slowly added to the cooled suspension over 1 h. TLC will show complete consumption of starting material, t... The reactants are SCc1ccccc1, CCO, [O-][n+]1cc(Cl)ccc1Cl, [K+], [OH-], O. The product is [O-][n+]1cc(Cl)ccc1SCc1ccccc1. Reaction SMILES: [CH2:13]([c:14]1[cH:15][cH:16][cH:17][cH:18][cH:19]1)[SH:20].[CH3:21][CH2:22][OH:23].[Cl:4][c:5]1[n+:6]([O-:12])[cH:7][c:8]([Cl:11])[cH:9][cH:10]1.[K+:2].[OH-:1].[OH2:3]>>[c:5]1([S:20][CH2:13][c:14]2[cH:15][cH:16][cH:17][cH:18][cH:19]2)[n+:6]([O-:12])[cH:7][c:8]([Cl:11])[cH:9][cH:10]1. The reactants are FC1=C(C(=O)C=2C=CC=C3C(C(NC23)=O)SC)C=CC=C1 (7-(2-fluorobenzoyl)-3-methylthioindolin-2-one), [Sn] (tin), Cl (hydrochloric acid). Solvent: C(C)O (ethanol). Reaction conditions: time 18 hour. Product: FC1=C(C(=O)C=2C=CC=C3CC(NC23)=O)C=CC=C1 (7-(2-Fluorobenzoyl)-indolin-2-one). Yield: 60.7%. As a reaction SMILES: [F:1][C:2]1[CH:21]=[CH:20][CH:19]=[CH:18][C:3]=1[C:4]([C:6]1[CH:7]=[CH:8][CH:9]=[C:10]2[C:14]=1[NH:13][C:12](=[O:15])[CH:11]2SC)=[O:5].[Sn].Cl>C(O)C>[F:1][C:2]1[CH:21]=[CH:20][CH:19]=[CH:18][C:3]=1[C:4]([C:6]1[CH:7]=[CH:8][CH:9]=[C:10]2[C:14]=1[NH:13][C:12](=[O:15])[CH2:11]2)=[O:5] |^3:21|. Procedure details: A mixture of 60 g (0.2 mole) of 7-(2-fluorobenzoyl)-3-methylthioindolin-2-one and 60 g (0.5 mole) of tin powder in one liter of 95% ethanol was heated to reflux and 150 ml of concentrated hydrochloric acid was added. Heating was continued for 18 hrs, then the mixture was cooled and the precipitate was collected by decanting the slurry from the remaining tin and filtering the slurry. The filter cake was recrystallized twice from absolute ethanol to give 31 g (60%) white needles, m.p. 209°-210° C. The reactants are O=C(CC(=O)O)CCC (2-oxopentanecarboxylic acid), C(CC(=O)O)(=O)O (malonic acid), C(C)(=O)[O-].[NH4+] (ammonium acetate). Run in C(C)(=O)O (acetic acid). Reaction conditions: temperature 50 celsius, time 3 hour. Yields the product CC1(OC(=O)CC(=O)O1)C (Meldrum's acid). The yield is 191.3%. Reaction SMILES: O=[C:2]([CH2:7]CC)[CH2:3]C(O)=O.[C:10]([OH:16])(=[O:15])[CH2:11][C:12]([OH:14])=[O:13].C([O-])(=O)C.[NH4+]>C(O)(=O)C>[CH3:3][C:2]1([CH3:7])[O:16][C:10](=[O:15])[CH2:11][C:12](=[O:14])[O:13]1 |f:2.3|. Procedure: 50 g of resin-bound 2-oxopentanecarboxylic acid (1) are swollen in 200 ml of acetic acid and treated with 20 g of malonic acid (2). 10 g of anhydrous ammonium acetate are added and the mixture is heated to 50° C. After stirring carefully for 3 h, the resin is freed from the solution, washed thoroughly with DMF and methylene chloride and dried. 53 g of (3) are obtained. Removal of a sample using anhydrous TFA yields the free Meldrum's. acid derivative (3, Li-P=H) (HPLC, MS). Reactants: ClCCl, NCCCCCC(=O)CSC(c1ccccc1)(c1ccccc1)c1ccccc1, O=C=Nc1ccccc1. Product: O=C(CCCCCNC(=O)Nc1ccccc1)CSC(c1ccccc1)(c1ccccc1)c1ccccc1. RXN SMILES: [Cl:39][CH2:40][Cl:41].[NH2:1][CH2:2][CH2:3][CH2:4][CH2:5][CH2:6][C:7]([CH2:8][S:9][C:10]([c:11]1[cH:12][cH:13][cH:14][cH:15][cH:16]1)([c:17]1[cH:18][cH:19][cH:20][cH:21][cH:22]1)[c:23]1[cH:24][cH:25][cH:26][cH:27][cH:28]1)=[O:29].[c:30]1([N:36]=[C:37]=[O:38])[cH:31][cH:32][cH:33][cH:34][cH:35]1>>[NH:1]([CH2:2][CH2:3][CH2:4][CH2:5][CH2:6][C:7]([CH2:8][S:9][C:10]([c:11]1[cH:12][cH:13][cH:14][cH:15][cH:16]1)([c:17]1[cH:18][cH:19][cH:20][cH:21][cH:22]1)[c:23]1[cH:24][cH:25][cH:26][cH:27][cH:28]1)=[O:29])[C:37]([NH:36][c:30]1[cH:31][cH:32][cH:33][cH:34][cH:35]1)=[O:38].